From a dataset of the Open Reaction Database (ORD), a public repository of structured organic reaction records. describe an organic reaction: reactants, conditions, products, and yield Starting materials: Cl (hydrochloric acid), C(C)O (ethanol), C(=O)NC=1SC=C(N1)C(C(=O)NC1[C@@H]2N(C(=CCS2)C(=O)O)C1=O)=NOCC(=O)OCC (7-[2-(2-formamidothiazol-4-yl)-2-ethoxycarbonylmethoxyiminoacetamido]-3-cephem-4-carboxylic acid). Run in O1CCCC1 (tetrahydrofuran). The product is NC=1SC=C(N1)C(C(=O)NC1[C@@H]2N(C(=CCS2)C(=O)O)C1=O)=NOCC(=O)OCC (7-[2-(2-aminothiazol-4-yl)-2-ethoxycarbonylmethoxyiminoacetamido]-3-cephem-4-carboxylic acid). The yield is 30.3%. Reaction SMILES: C([NH:3][C:4]1[S:5][CH:6]=[C:7]([C:9](=[N:25][O:26][CH2:27][C:28]([O:30][CH2:31][CH3:32])=[O:29])[C:10]([NH:12][CH:13]2[C:23](=[O:24])[N:15]3[C:16]([C:20]([OH:22])=[O:21])=[CH:17][CH2:18][S:19][C@H:14]23)=[O:11])[N:8]=1)=O.Cl.C(O)C>O1CCCC1>[NH2:3][C:4]1[S:5][CH:6]=[C:7]([C:9](=[N:25][O:26][CH2:27][C:28]([O:30][CH2:31][CH3:32])=[O:29])[C:10]([NH:12][CH:13]2[C:23](=[O:24])[N:15]3[C:16]([C:20]([OH:22])=[O:21])=[CH:17][CH2:18][S:19][C@H:14]23)=[O:11])[N:8]=1. Procedure details: A solution of 7-[2-(2-formamidothiazol-4-yl)-2-ethoxycarbonylmethoxyiminoacetamido]-3-cephem-4-carboxylic acid (syn isomer, 0.35 g.), conc.hydrochloric acid (0.39 g.), ethanol (5.3 ml.) and tetrahydrofuran (8 ml.) was stirred at room temperature for 4.5 hours. After the resultant solution was concentrated in vacuo, the residue was dissolved in an aqueous solution of sodium bicarbonate, treated with activated charcoal and filtered. The filtrate was adjusted to pH 3.5 with 10% hydrochloric acid un... The reactants are CNC(=O)C1=NC=CC(=C1)OC1=CC(=C(C=C1)NC(=O)NC1=NC=NC(=C1)C(F)(F)F)F (4-{3-fluoro-4-[3-(6-trifluoromethylpyrimidin-4-yl)ureido]phenoxy}pyridine-2-carboxylic-acid methylamide), CNC(=O)C1=NC=CC(=C1)OC1=CC=C(C=C1)N (4-(4-aminophenoxy)pyridine-2-carboxylic acid methylamide). Run in CCOC(=O)C (EtOAc). Yields the product CNC(=O)C1=NC=CC(=C1)OC1=CC=C(C=C1)NC(=O)NC1=NC=NC(=C1)C(F)(F)F (4-{4-[3-(6-trifluoromethyl-pyrimidin-4-yl)-ureido]-phenoxy}-pyridine-2-carboxylic acid methylamide). As a reaction SMILES: [CH3:1][NH:2][C:3]([C:5]1[CH:10]=[C:9]([O:11][C:12]2[CH:17]=[CH:16][C:15]([NH:18][C:19]([NH:21][C:22]3[CH:27]=[C:26]([C:28]([F:31])([F:30])[F:29])[N:25]=[CH:24][N:23]=3)=[O:20])=[C:14](F)[CH:13]=2)[CH:8]=[CH:7][N:6]=1)=[O:4].CNC(C1C=C(OC2C=CC(N)=CC=2)C=CN=1)=O>CCOC(C)=O>[CH3:1][NH:2][C:3]([C:5]1[CH:10]=[C:9]([O:11][C:12]2[CH:13]=[CH:14][C:15]([NH:18][C:19]([NH:21][C:22]3[CH:27]=[C:26]([C:28]([F:31])([F:29])[F:30])[N:25]=[CH:24][N:23]=3)=[O:20])=[CH:16][CH:17]=2)[CH:8]=[CH:7][N:6]=1)=[O:4]. Procedure: The title compound was prepared in the same manner as 4-{3-fluoro-4-[3-(6-trifluoromethylpyrimidin-4-yl)ureido]phenoxy}pyridine-2-carboxylic-acid methylamide, replacing 4-(4-amino-3-fluoro-phenoxy)pyridine-2-carboxylic acid methylamide for 4-(4-aminophenoxy)pyridine-2-carboxylic acid methylamide. LC-MS m/z 433.1 [M+H]+; TLC Rf=0.8 (EtOAc). Starting materials: N1=CN=CC2=C1NC1=CC=CC=C12 (indolo[2,3-d]pyrimidine), Cl.ClC=1C2=C(N=CN1)NC1=CC=CC=C12 (4-chloroindolo[2,3-d]pyrimidine hydrochloride), 2-N,N-diethylaminoethyl chloride hydrochloride, C([O-])([O-])=O.[Cs+].[Cs+] (cesium carbonate), CC(=O)C (acetone). Solvent: C(Cl)Cl (CH2Cl2). The product is ClC=1C2=C(N=CN1)N(C1=CC=CC=C12)CCN(CC)CC (4-chloro-9N-(2-(N,N-diethylamino)ethyl)indolo[2,3-d]pyrimidine). The yield is 82.0%. Reaction SMILES: N1[C:6]2[NH:7][C:8]3[C:13]([C:5]=2C=NC=1)=CC=CC=3.Cl.[Cl:15][C:16]1[C:17]2[C:28]3[C:23](=[CH:24][CH:25]=[CH:26][CH:27]=3)[NH:22][C:18]=2[N:19]=[CH:20][N:21]=1.C(=O)([O-])[O-].[Cs+].[Cs+].[CH3:35][C:36](C)=O>C(Cl)Cl>[Cl:15][C:16]1[C:17]2[C:28]3[C:23](=[CH:24][CH:25]=[CH:26][CH:27]=3)[N:22]([CH2:35][CH2:36][N:7]([CH2:6][CH3:5])[CH2:8][CH3:13])[C:18]=2[N:19]=[CH:20][N:21]=1 |f:1.2,3.4.5|. Reported procedure: 4-Chloro-9N-(2-N,N-dimethylamino)ethyl)indolo[2,3-d]pyrimidine. A suspension of 4-chloroindolo[2,3-d]pyrimidine hydrochloride (407 mg, 2 mmol), 2-N,N-diethylaminoethyl chloride hydrochloride (413 mg, 2.4 mmol), anhydrous cesium carbonate (1.95 g, 6 mmol) and 4 molecular sieves (1.5 g) in acetone (6 mL) are heated at reflux under a nitrogen atmosphere for 1.5 h. The mixture is filtered through celite, washing the filter cake with acetone (4×10 ml), followed by concentration of the filtrate under ... Reactants: BrC=1C=C(C(=C(C1)F)N)N (5-bromo-2,3-diaminofluorobenzene), C(=O)O (formic acid). The product is BrC1=CC2=C(NC=N2)C(=C1)F (5-bromo-7-fluoro-1H-benzimidazole). Yield: 92.0%. Reaction SMILES: [Br:1][C:2]1[CH:3]=[C:4]([NH2:10])[C:5]([NH2:9])=[C:6]([F:8])[CH:7]=1.[CH:11](O)=O>>[Br:1][C:2]1[CH:7]=[C:6]([F:8])[C:5]2[NH:9][CH:11]=[N:10][C:4]=2[CH:3]=1. Procedure: A solution of 5-bromo-2,3-diaminofluorobenzene (Apollo, 3 g; 14.63 mmol) in formic acid (75 mL) was heated at reflux overnight after which the reaction mixture was concentrated under vacuum to give a brown oil. It was extracted with EtOAc from a saturated aqueous solution of NaHCO3, dried over MgSO4 and evaporated under vacuum to give the title compound as a light pink solid (2.91 g, 92%). 1H NMR (DMSO-d6): δ 8.30 (s, 1H), 7.62 (d, J=1.5 Hz, 1H), 7.27 (dd, J=10.3, 1.5 Hz, 2H), 3.32 (bs, 2H). HPL... Reactants: C1=CC(=CC=C1C#N)N, C1CCC(CC1)NC(=O)C2=CN=C(C=C2)Cl. Reagents/catalysts: CC(C)(C)[O-].[K+], C1=CC=C(C=C1)P(C2=CC=CC=C2)C3=C(C4=CC=CC=C4C=C3)C5=C(C=CC6=CC=CC=C65)P(C7=CC=CC=C7)C8=CC=CC=C8, C1=CC=C(C=C1)/C=C/C(=O)/C=C/C2=CC=CC=C2.C1=CC=C(C=C1)/C=C/C(=O)/C=C/C2=CC=CC=C2.C1=CC=C(C=C1)/C=C/C(=O)/C=C/C2=CC=CC=C2.[Pd].[Pd]. Solvent: C1COCCO1. Reaction conditions: temperature 100 celsius. The product is C1CCC(CC1)NC(=O)C2=CN=C(C=C2)NC3=CC=C(C=C3)C#N. Isolated yield 9.9%. Procedure: In a 50 mL round-bottomed flask a TRIS(DIBENZYLIDENEACETONE)DIPALLADIUM(0) (0.115 g, 0.13 mmol),POTASSIUM TERT-BUTOXIDE (0.282 g, 2.51 mmol)and BINAP (0.157 g, 0.25 mmol) in dry 1,4-dioxane (10 mL) was mixed under N2.Followed by 6-chloro-N-cyclohexylnicotinamide (.300 g, 1.26 mmol) and 4-aminobenzonitrile (0.178 g, 1.51 mmol) was added and resulting mixture(dark brown) was heated at 100oC for 3 hrs.LCMS analysis showed the formation of required product.Reaction stopped,crude was passed through c...